Dataset: the Open Reaction Database (ORD), a public repository of structured organic reaction records. Task: describe an organic reaction: reactants, conditions, products, and yield Reactants: CCCCCCCC(O)C(C(C)=O)(C(=O)O)C(C)(C)C, CC(=O)OC(C)(C)C, O=C(O)C(F)(F)F, [Li]. Product: CCCCCCCC(O)CC(=O)O. As a reaction SMILES: [C:17]([C:21]([C:18](=[O:19])[CH3:20])([C:22](=[O:23])[OH:24])[CH:25]([CH2:26][CH2:27][CH2:28][CH2:29][CH2:30][CH2:31][CH3:32])[OH:33])([CH3:34])([CH3:35])[CH3:36].[C:1]([O:2][C:3]([CH3:4])([CH3:5])[CH3:6])(=[O:7])[CH3:8].[F:10][C:11]([F:12])([F:13])[C:14]([OH:15])=[O:16].[Li:9]>>[CH2:21]([C:22](=[O:23])[OH:24])[CH:25]([CH2:26][CH2:27][CH2:28][CH2:29][CH2:30][CH2:31][CH3:32])[OH:33]. Procedure: A mixture of 5-(5-chloro-1-(4-fluorophenyl)pentyl)-N-(3-methoxy-4-(3-methylisoxazol-5-yl)phenyl)-1H-1,2,4-triazol-3-amine (580 mg, 1.234 mmol), potassium carbonate (682 mg, 4.94 mmol), and potassium iodide (410 mg, 2.468 mmol) in DMF (8 mL) was heated at 55° C. for 16 hrs. The solvent was removed in vacuo. The crude product was purified using reverse phase preparatory-HPLC (Column: Phenomenex Luna C18 30×100 mm, Solvent A=10 mM Ammonium Acetate in 95:5 water/ACN, Solvent B=10 mM Ammonium Acetate... The yield is 24.4%. As a reaction SMILES: Cl[CH2:2][CH2:3][CH2:4][CH2:5][CH:6]([C:14]1[NH:18][N:17]=[C:16]([NH:19][C:20]2[CH:25]=[CH:24][C:23]([C:26]3[O:30][N:29]=[C:28]([CH3:31])[CH:27]=3)=[C:22]([O:32][CH3:33])[CH:21]=2)[N:15]=1)[C:7]1[CH:12]=[CH:11][C:10]([F:13])=[CH:9][CH:8]=1.C(=O)([O-])[O-].[K+].[K+].[I-].[K+]>CN(C=O)C>[F:13][C:10]1[CH:11]=[CH:12][C:7]([CH:6]2[CH2:5][CH2:4][CH2:3][CH2:2][N:18]3[N:17]=[C:16]([NH:19][C:20]4[CH:25]=[CH:24][C:23]([C:26]5[O:30][N:29]=[C:28]([CH3:31])[CH:27]=5)=[C:22]([O:32][CH3:33])[CH:21]=4)[N:15]=[C:14]23)=[CH:8][CH:9]=1 |f:1.2.3,4.5|. Run in CN(C)C=O (DMF). Reactants: ClCCCCC(C1=CC=C(C=C1)F)C1=NC(=NN1)NC1=CC(=C(C=C1)C1=CC(=NO1)C)OC (5-(5-chloro-1-(4-fluorophenyl)pentyl)-N-(3-methoxy-4-(3-methylisoxazol-5-yl)phenyl)-1H-1,2,4-triazol-3-amine), C([O-])([O-])=O.[K+].[K+] (potassium carbonate), [I-].[K+] (potassium iodide). Conditions: temperature 55 celsius. Yields the product FC1=CC=C(C=C1)C1C=2N(CCCC1)N=C(N2)NC2=CC(=C(C=C2)C2=CC(=NO2)C)OC (9-(4-fluorophenyl)-N-(3-methoxy-4-(3-methylisoxazol-5-yl)phenyl)-6,7,8,9-tetrahydro-5H-[1,2,4]triazolo[1,5-a]azepin-2-amine).